This data is from the Open Reaction Database (ORD), a public repository of structured organic reaction records. The task is: describe an organic reaction: reactants, conditions, products, and yield Reactants: BrC1=CC=C(C=C1)C=1C=CC(NN1)=O (6-(p-bromophenyl)-3(2H)-pyridazinone), C(CN)N (ethylenediamine), cuprous cyanide, CN(C=O)C (dimethylformamide). The solvent is O (water). Run at time 30 minute. Product: C(#N)C1=CC=C(C=C1)C=1C=CC(NN1)=O (6-(p-cyanophenyl)-3(2H)-pyridazinone). As a reaction SMILES: Br[C:2]1[CH:7]=[CH:6][C:5]([C:8]2[CH:9]=[CH:10][C:11](=[O:14])[NH:12][N:13]=2)=[CH:4][CH:3]=1.[CH3:15][N:16](C)C=O.C(N)CN>O>[C:15]([C:2]1[CH:7]=[CH:6][C:5]([C:8]2[CH:9]=[CH:10][C:11](=[O:14])[NH:12][N:13]=2)=[CH:4][CH:3]=1)#[N:16]. Reported procedure: A 19.20 g. portion of 6-(p-bromophenyl)-3(2H)-pyridazinone is mixed with 9.10 g. of cuprous cyanide in 70 ml. of dimethylformamide and stirred at reflux temperature for 12 hours. The hot mixture is poured into a solution of 46 ml. of ethylenediamine in 230 ml. of water. The mixture is stirred at ice-bath temperature for 30 minutes and the solid is separated by filtration. A second crop forms in the filtrate which is collected and added to the first crop which is then washed with water yielding 6... The reactants are CC(C)(C)c1ccc(N2CCC3(CCC(C(O)C(F)(F)F)CC3)C2=O)cc1, CCOC(C)=O, ClCCl, [Na+], [Na+], [Na+], O=C([O-])O, O=S([O-])([O-])=S. Yields the product CC(C)(C)c1ccc(N2CCC3(CCC(C(O)(O)C(F)(F)F)CC3)C2=O)cc1. Reaction SMILES: [C:1]([CH3:2])([CH3:3])([CH3:4])[c:5]1[cH:6][cH:7][c:8]([N:11]2[C:12](=[O:27])[C:13]3([CH2:14][CH2:15]2)[CH2:16][CH2:17][CH:18]([CH:21]([C:22]([F:23])([F:24])[F:25])[OH:26])[CH2:19][CH2:20]3)[cH:9][cH:10]1.[CH3:43][CH2:44][O:45][C:46]([CH3:47])=[O:48].[Cl:40][CH2:41][Cl:42].[Na+:32].[Na+:33].[Na+:34].[O-:28][C:29]([OH:30])=[O:31].[O-:35][S:36]([O-:37])(=[S:38])=[O:39]>>[C:1]([CH3:2])([CH3:3])([CH3:4])[c:5]1[cH:6][cH:7][c:8]([N:11]2[C:12](=[O:27])[C:13]3([CH2:14][CH2:15]2)[CH2:16][CH2:17][CH:18]([C:21]([C:22]([F:23])([F:24])[F:25])([OH:26])[OH:28])[CH2:19][CH2:20]3)[cH:9][cH:10]1. Reactants: ClC1=C(COC=2C=CC3=C(C=C(CCS3(=O)=O)C(=O)OC)C2)C=CC=C1 (methyl 7-[(2-chlorobenzyl)oxy]-1,1-dioxo-2,3-dihydro-1-benzothiepine-4-carboxylate), aqueous solution, C([O-])([O-])=O.[K+].[K+] (potassium carbonate), Cl (hydrochloric acid). The solvent is C1CCOC1.CO (THF methanol). Reaction conditions: temperature 65 celsius, time 20 hour. Yields the product ClC1=C(COC=2C=CC3=C(C=C(CCS3(=O)=O)C(=O)O)C2)C=CC=C1 (7-[(2-chlorobenzyl)oxy]-1,1-dioxo-2,3-dihydro-1-benzothiepine-4-carboxylic acid). Yield: 89.8%. RXN SMILES: [Cl:1][C:2]1[CH:26]=[CH:25][CH:24]=[CH:23][C:3]=1[CH2:4][O:5][C:6]1[CH:7]=[CH:8][C:9]2[S:15](=[O:17])(=[O:16])[CH2:14][CH2:13][C:12]([C:18]([O:20]C)=[O:19])=[CH:11][C:10]=2[CH:22]=1.C(=O)([O-])[O-].[K+].[K+].Cl>C1COCC1.CO>[Cl:1][C:2]1[CH:26]=[CH:25][CH:24]=[CH:23][C:3]=1[CH2:4][O:5][C:6]1[CH:7]=[CH:8][C:9]2[S:15](=[O:17])(=[O:16])[CH2:14][CH2:13][C:12]([C:18]([OH:20])=[O:19])=[CH:11][C:10]=2[CH:22]=1 |f:1.2.3,5.6|. Reported procedure: Into a solution of methyl 7-[(2-chlorobenzyl)oxy]-1,1-dioxo-2,3-dihydro-1-benzothiepine-4-carboxylate (350 mg) in THF-methanol (7-3.5 ml) was added at room temperature a 2 M aqueous solution of potassium carbonate (0.9 mg), and the resulting mixture was stirred at 65° C. for 20 hours. After cooling to room temperature, the reaction mixture was mixed with 1 N hydrochloric acid (10 ml) and was extracted with ethyl acetate. The organic layer was washed with an aqueous saturated solution of sodium c... Reactants: OC1CC(CCCC1)N (3-hydroxycycloheptyl-amine), ClC1=CC=C2C(=CC=NC2=C1)N1CCNCC1 (7-chloro-4-piperazinylquinoline), ClC(=O)OC1=CC=C(C=C1)[N+](=O)[O-] (p-nitrophenyl chloroformate), C(C)(C)N(CC)C(C)C (diisopropylethyl amine). Product: ClC1=CC=C2C(=CC=NC2=C1)N1CCN(CC1)C(=O)NC1CC(CCCC1)O (4-(7-Chloro-4-quinolinyl)-N-(3-hydroxycycloheptyl)-1-piperazinecarboxamide). Reaction SMILES: [OH:1][CH:2]1[CH2:8][CH2:7][CH2:6][CH2:5][CH:4]([NH2:9])[CH2:3]1.Cl[C:11](OC1C=CC([N+]([O-])=O)=CC=1)=[O:12].C(N(C(C)C)CC)(C)C.[Cl:32][C:33]1[CH:42]=[C:41]2[C:36]([C:37]([N:43]3[CH2:48][CH2:47][NH:46][CH2:45][CH2:44]3)=[CH:38][CH:39]=[N:40]2)=[CH:35][CH:34]=1>>[Cl:32][C:33]1[CH:42]=[C:41]2[C:36]([C:37]([N:43]3[CH2:48][CH2:47][N:46]([C:11]([NH:9][CH:4]4[CH2:5][CH2:6][CH2:7][CH2:8][CH:2]([OH:1])[CH2:3]4)=[O:12])[CH2:45][CH2:44]3)=[CH:38][CH:39]=[N:40]2)=[CH:35][CH:34]=1. Procedure details: As described for example 78, 3-hydroxycycloheptyl-amine, p-nitrophenyl chloroformate, diisopropylethyl amine and 7-chloro-4-piperazinylquinoline are reacted to afford the product. LC-MS: 403 (M++1). 1H NMR (CDCl3) δ 8.75 (d, 1H), 8.05 (s, 1H), 7.96 (d, 1H), 7.45 (d, 1H), 6.84 (d, 1H), 4.50 (d, 1H), 4.10 (m, 2H), 3.65 (m, 4H), 3.20 (m, 4H), 2.38 (m, 1H), 2.0 (m, 3H), 1.80 (m, 4H), 1.40 (m, 2H). Reactants: BrC=1C=C(C=O)C=C(C1C)\C=C\COC (3-Bromo-5-[(1E)-3-methoxy-1-propen-1-yl]-4-methylbenzaldehyde), [BH4-].[Na+] (sodium borohydride), C1(CC1)N (cyclopropylamine), [O-]S(=O)(=O)[O-].[Mg+2] (MgSO4). Run in C(Cl)Cl (CH2Cl2), CO (MeOH). Conditions: temperature 0 celsius, time 30 minute. The product is BrC=1C=C(CNC2CC2)C=C(C1C)\C=C\COC (N-{3-Bromo-5-[(1E)-3-methoxy-1-propen-1-yl]-4-methylbenzyl}cyclopropanamine). Reaction SMILES: [Br:1][C:2]1[CH:3]=[C:4]([CH:7]=[C:8](/[CH:11]=[CH:12]/[CH2:13][O:14][CH3:15])[C:9]=1[CH3:10])[CH:5]=O.[CH:16]1([NH2:19])[CH2:18][CH2:17]1.[O-]S([O-])(=O)=O.[Mg+2].[BH4-].[Na+]>C(Cl)Cl.CO>[Br:1][C:2]1[CH:3]=[C:4]([CH:7]=[C:8](/[CH:11]=[CH:12]/[CH2:13][O:14][CH3:15])[C:9]=1[CH3:10])[CH2:5][NH:19][CH:16]1[CH2:18][CH2:17]1 |f:2.3,4.5|. Reported procedure: 3-Bromo-5-[(1E)-3-methoxy-1-propen-1-yl]-4-methylbenzaldehyde (1 eq.) from the previous step and cyclopropylamine (2 eq.) were combined in CH2Cl2 (0.1 M). To this was then added MgSO4 (1 eq.) and the resulting suspension was stirred at RT for 20 h. The insolubles were then removed via filtration through a pad of celite and the filtrate was concentrated in vacuo. The crude imine thus obtained was then re-taken up in MeOH (0.1 M). To this solution was added sodium borohydride (1.5 eq.) portionwise... Starting materials: OCC=C1CCN(CC1)C(=O)OC(C)(C)C (tert-butyl 4-(2-hydroxyethylidene)piperidine-1-carboxylate), C(Br)(Br)(Br)Br (carbon tetrabromide), C1(=CC=CC=C1)P(C1=CC=CC=C1)C1=CC=CC=C1 (triphenylphosphine). Solvent: C(C)#N (acetonitrile). Reaction conditions: time 2 hour. The product is BrCC=C1CCN(CC1)C(=O)OC(C)(C)C (tert-butyl 4-(2-bromoethylidene)-piperidine-1-carboxylate). As a reaction SMILES: O[CH2:2][CH:3]=[C:4]1[CH2:9][CH2:8][N:7]([C:10]([O:12][C:13]([CH3:16])([CH3:15])[CH3:14])=[O:11])[CH2:6][CH2:5]1.C(Br)(Br)(Br)[Br:18].C1(P(C2C=CC=CC=2)C2C=CC=CC=2)C=CC=CC=1>C(#N)C>[Br:18][CH2:2][CH:3]=[C:4]1[CH2:9][CH2:8][N:7]([C:10]([O:12][C:13]([CH3:16])([CH3:15])[CH3:14])=[O:11])[CH2:6][CH2:5]1. Procedure details: To a solution of 15.292 g (67.277 mM) of tert-butyl 4-(2-hydroxyethylidene)piperidine-1-carboxylate and 24.5 g (74.0 mM) of carbon tetrabromide in 150 ml of acetonitrile was added 19.4 g (74.0 mM) of triphenylphosphine at −78° C. Then, at room temperature, the mixture was stirred for 2 hours. This reaction mixture was distilled under reduced pressure to remove the solvent. To the residue was added diethyl ether, followed by stirring, and the resulting precipitate was filtered off and washed with... Starting materials: [I-].[Na+] (sodium iodide), [H-].[Na+] (sodium hydride), C1CCOC1 (THF), C(C)OC(C(=O)N)OCC (2,2-diethoxyacetamide), BrC1=CSC=C1CBr (3-bromo-4-(bromomethyl)thiophene), C1CCOC1 (THF). Product: BrC=1C(=CSC1)CNC(C(COC)OCC)=O (N-[(4-bromothiophen-3-yl)methyl]-2-ethoxy-3-methoxypropanamide). Yield: 35.0%. Reaction SMILES: [H-].[Na+].C(O[CH:6]([O:10][CH2:11][CH3:12])[C:7]([NH2:9])=[O:8])C.[Br:13][C:14]1[C:18]([CH2:19]Br)=[CH:17][S:16][CH:15]=1.[I-].[Na+].C1[CH2:27][O:26][CH2:25]C1>>[Br:13][C:14]1[C:18]([CH2:19][NH:9][C:7](=[O:8])[CH:6]([O:10][CH2:11][CH3:12])[CH2:25][O:26][CH3:27])=[CH:17][S:16][CH:15]=1 |f:0.1,4.5|. Procedure details: To a suspension of sodium hydride (162 mg, 6.74 mmol) in THF (14 mL, 170 mmol) was added 2,2-diethoxyacetamide (949 mg, 6.45 mmol) in portions, followed by 3-bromo-4-(bromomethyl)thiophene (1.50 g, 5.86 mmol) dropwise as a solution in THF (3 mL) and sodium iodide (87.8 mg, 0.586 mmol). The reaction mixture was heated to reflux for 18 h and then concentrated. The residue was then partitioned between water (40 mL) and ethyl acetate (40 mL). The layers were separated and the aqueous layer was furth...